From a dataset of the Open Reaction Database (ORD), a public repository of structured organic reaction records. describe an organic reaction: reactants, conditions, products, and yield The reactants are NC1=C(C(=O)O)C=C(C=C1C)Br (2-Amino-5-bromo-3-methyl-benzoic acid), C(C)(C)(C)OC(N(C)C)OC(C)(C)C (N,N-dimethylformamide di-t-butylacetal). Solvent: C1(=CC=CC=C1)C (toluene). Product: C(C)(C)(C)OC(C1=C(C(=CC(=C1)Br)C)N=CN(C)C)=O (5-Bromo-2-(dimethylamino-methyleneamino)-3-methyl-benzoic acid tert-butyl ester). The yield is 97.5%. As a reaction SMILES: [NH2:1][C:2]1[C:10]([CH3:11])=[CH:9][C:8]([Br:12])=[CH:7][C:3]=1[C:4]([OH:6])=[O:5].C(O[CH:18](OC(C)(C)C)[N:19]([CH3:21])[CH3:20])(C)(C)C>C1(C)C=CC=CC=1>[C:3]([O:5][C:4](=[O:6])[C:3]1[CH:7]=[C:8]([Br:12])[CH:9]=[C:10]([CH3:11])[C:2]=1[N:1]=[CH:18][N:19]([CH3:21])[CH3:20])([CH3:7])([CH3:4])[CH3:2]. Procedure: A mixture of 5.0 g (21.7 mmol) of the product of Example 132 and 20.8 ml (86.9 mmol) of N,N-dimethylformamide di-t-butylacetal in 30 ml of toluene was heated to reflux for 2 hr. The reaction mixture was cooled to room tenperature, washed with water and brine, dried over MgSO4 and concentrated in vacuo to provide 3.61 g (49%) of the desired product as an yellow oil. Electrospray Mass Spec 341(M+H). The reactants are CCCOc1cc(C(F)(F)F)ccc1C=O, Cc1ccccc1, COC(=O)C=P(c1ccccc1)(c1ccccc1)c1ccccc1. Product: CCCOc1cc(C(F)(F)F)ccc1C=CC(=O)OC. As a reaction SMILES: [CH2:1]([CH2:2][CH3:3])[O:4][c:5]1[c:6]([CH:7]=[O:8])[cH:9][cH:10][c:11]([C:13]([F:14])([F:15])[F:16])[cH:12]1.[CH3:41][c:42]1[cH:43][cH:44][cH:45][cH:46][cH:47]1.[c:17]1([P:18]([c:19]2[cH:20][cH:21][cH:22][cH:23][cH:24]2)([c:25]2[cH:26][cH:27][cH:28][cH:29][cH:30]2)=[CH:36][C:37](=[O:38])[O:39][CH3:40])[cH:31][cH:32][cH:33][cH:34][cH:35]1>>[CH2:1]([CH2:2][CH3:3])[O:4][c:5]1[c:6]([CH:7]=[CH:36][C:37](=[O:38])[O:39][CH3:40])[cH:9][cH:10][c:11]([C:13]([F:14])([F:15])[F:16])[cH:12]1.